This data is from the Open Reaction Database (ORD), a public repository of structured organic reaction records. The task is: describe an organic reaction: reactants, conditions, products, and yield Starting materials: Nc1ncc(Br)cc1Oc1ccccc1, C1CCOC1, CO, [Cl-], ClCCl, [Li]C, [Li]CCCC, [NH4+], c1ccc(SSc2cccnc2)nc1. The product is Nc1ncc(Sc2ccccn2)cc1Oc1ccccc1. As a reaction SMILES: [Br:1][c:2]1[cH:3][c:4]([O:9][c:10]2[cH:11][cH:12][cH:13][cH:14][cH:15]2)[c:5]([NH2:8])[n:6][cH:7]1.[CH2:44]1[O:45][CH2:46][CH2:47][CH2:48]1.[CH3:39][OH:40].[Cl-:37].[Cl:41][CH2:42][Cl:43].[Li:16][CH3:17].[Li:18][CH2:19][CH2:20][CH2:21][CH3:22].[NH4+:38].[n:23]1[cH:24][cH:25][cH:26][c:27]([S:28][S:30][c:31]2[n:32][cH:33][cH:34][cH:35][cH:36]2)[cH:29]1>>[c:2]1([S:30][c:31]2[n:32][cH:33][cH:34][cH:35][cH:36]2)[cH:3][c:4]([O:9][c:10]2[cH:11][cH:12][cH:13][cH:14][cH:15]2)[c:5]([NH2:8])[n:6][cH:7]1. The reactants are CC1(OCC(O1)(C(F)(F)F)CC(C)(C)C1=CC(=CC=2CCOC21)SC)C (7-[2-(2,2-dimethyl-4-trifluoromethyl-[1,3]dioxolan-4-yl)-1,1-dimethylethyl]-5-methylsulfanyl-2,3-dihydrobenzofuran), C1(=CC=C(C=C1)S(=O)(=O)O)C (p-toluenesulfonic acid). The solvent is CO (methanol). Yields the product CC(CC(CO)(O)C(F)(F)F)(C)C1=CC(=CC=2CCOC21)SC (4-methyl-4-(5-methylsulfanyl-2,3-dihydrobenzofuran-7-yl)-2-trifluoromethylpentane-1,2-diol). Yield: 84.5%. RXN SMILES: CC1(C)[O:6][C:5]([CH2:11][C:12]([C:15]2[C:23]3[O:22][CH2:21][CH2:20][C:19]=3[CH:18]=[C:17]([S:24][CH3:25])[CH:16]=2)([CH3:14])[CH3:13])([C:7]([F:10])([F:9])[F:8])[CH2:4][O:3]1.C1(C)C=CC(S(O)(=O)=O)=CC=1>CO>[CH3:14][C:12]([C:15]1[C:23]2[O:22][CH2:21][CH2:20][C:19]=2[CH:18]=[C:17]([S:24][CH3:25])[CH:16]=1)([CH3:13])[CH2:11][C:5]([C:7]([F:8])([F:9])[F:10])([OH:6])[CH2:4][OH:3]. Procedure details: A solution of 0.31 g of 7-[2-(2,2-dimethyl-4-trifluoromethyl-[1,3]dioxolan-4-yl)-1,1-dimethylethyl]-5-methylsulfanyl-2,3-dihydrobenzofuran and 0.015 g of p-toluenesulfonic acid (p-TsOH) monohydrate in methanol (10 mL) was stirred at room temperature for 7 days, heated to reflux for 1 minute, and the volatiles removed in vacuo. The residue was diluted with saturated aqueous sodium bicarbonate and filtered. The solid was washed with water and hexanes, and dried to give 0.235 g of 4-methyl-4-(5-met... The reactants are C(=CCCCCCCCC)C1=CC=C(C=C1)[N+](=O)[O-] (4-(1-decenyl)nitrobenzene). Reagents/catalysts: [Pd] (palladium black). Run in C(C)(=O)O (acetic acid). Reaction conditions: time 12 hour. Product: C(CCCCCCCCC)C1=CC=C(N)C=C1 (4-decylaniline). The yield is 100.1%. RXN SMILES: [CH:1]([C:11]1[CH:16]=[CH:15][C:14]([N+:17]([O-])=O)=[CH:13][CH:12]=1)=[CH:2][CH2:3][CH2:4][CH2:5][CH2:6][CH2:7][CH2:8][CH2:9][CH3:10]>[Pd].C(O)(=O)C>[CH2:1]([C:11]1[CH:12]=[CH:13][C:14]([NH2:17])=[CH:15][CH:16]=1)[CH2:2][CH2:3][CH2:4][CH2:5][CH2:6][CH2:7][CH2:8][CH2:9][CH3:10]. Reported procedure: A mixture of 4-(1-decenyl)nitrobenzene (12.2 g), acetic acid (120 ml) and palladium black (0.84 g) was hydrogenated at room temperature and at 3-4 atm for 12 hours. The catalyst was changed and the reaction was continued under the same conditions for 12 hours. The catalyst was filtered off and the filtrate was concentrated under reduced pressure to give 10.9 g of 4-decylaniline. Starting materials: NCCN1CCCC1, N#Cc1c(OCC(F)(F)F)nc(OCCCOc2ccccc2)nc1N1CCc2ccccc2CC1, C1COCCO1. The product is N#Cc1c(OCC(F)(F)F)nc(NCCN2CCCC2)nc1N1CCc2ccccc2CC1. As a reaction SMILES: [NH2:37][CH2:38][CH2:39][N:40]1[CH2:41][CH2:42][CH2:43][CH2:44]1.[O:1]([CH2:2][CH2:3][CH2:4][O:5][c:12]1[n:13][c:14]([O:31][CH2:32][C:33]([F:34])([F:35])[F:36])[c:15]([C:29]#[N:30])[c:16]([N:18]2[CH2:19][CH2:20][c:21]3[c:22]([cH:25][cH:26][cH:27][cH:28]3)[CH2:23][CH2:24]2)[n:17]1)[c:6]1[cH:7][cH:8][cH:9][cH:10][cH:11]1.[O:45]1[CH2:46][CH2:47][O:48][CH2:49][CH2:50]1>>[c:12]1([NH:37][CH2:38][CH2:39][N:40]2[CH2:41][CH2:42][CH2:43][CH2:44]2)[n:13][c:14]([O:31][CH2:32][C:33]([F:34])([F:35])[F:36])[c:15]([C:29]#[N:30])[c:16]([N:18]2[CH2:19][CH2:20][c:21]3[c:22]([cH:25][cH:26][cH:27][cH:28]3)[CH2:23][CH2:24]2)[n:17]1. Starting materials: CCO, CC(C#N)c1ccc(O)c([N+](=O)[O-])c1. Product: CC(C#N)c1ccc(O)c(N)c1. As a reaction SMILES: [CH3:15][CH2:16][OH:17].[N+:1]([O-:2])(=[O:3])[c:4]1[cH:5][c:6]([CH:11]([C:12]#[N:13])[CH3:14])[cH:7][cH:8][c:9]1[OH:10]>>[NH2:1][c:4]1[cH:5][c:6]([CH:11]([C:12]#[N:13])[CH3:14])[cH:7][cH:8][c:9]1[OH:10]. The reactants are CC(=O)OC(C)=O, Cc1ccc2ccc(Cl)cc2n1, O=Cc1cccc(C=O)c1, Cc1ccccc1C. Product: O=Cc1cccc(C=Cc2ccc3ccc(Cl)cc3n2)c1. Reaction SMILES: [CH3:13][C:14]([O:15][C:16](=[O:17])[CH3:18])=[O:19].[CH3:1][c:2]1[n:3][c:4]2[cH:5][c:6]([Cl:12])[cH:7][cH:8][c:9]2[cH:10][cH:11]1.[CH:20]([c:21]1[cH:22][c:23]([CH:24]=[O:25])[cH:26][cH:27][cH:28]1)=[O:29].[c:30]1([CH3:31])[c:32]([CH3:33])[cH:34][cH:35][cH:36][cH:37]1>>[CH:1]([c:2]1[n:3][c:4]2[cH:5][c:6]([Cl:12])[cH:7][cH:8][c:9]2[cH:10][cH:11]1)=[CH:20][c:21]1[cH:22][c:23]([CH:24]=[O:25])[cH:26][cH:27][cH:28]1.